This data is from the Open Reaction Database (ORD), a public repository of structured organic reaction records. The task is: describe an organic reaction: reactants, conditions, products, and yield Reactants: CO, [H][H], Cc1cc(CC(OC(=O)N2CCC(N3CCc4ccccc4NC3=O)CC2)C(=O)N2CCN(C3CCN(Cc4ccccc4)CC3)CC2)cc(C)c1O. Product: Cc1cc(CC(OC(=O)N2CCC(N3CCc4ccccc4NC3=O)CC2)C(=O)N2CCN(C3CCNCC3)CC2)cc(C)c1O. Reaction SMILES: [CH3:56][OH:57].[H:54][H:55].[O:1]=[C:2]1[NH:3][c:4]2[c:5]([cH:50][cH:51][cH:52][cH:53]2)[CH2:6][CH2:7][N:8]1[CH:9]1[CH2:10][CH2:11][N:12]([C:15](=[O:16])[O:17][CH:18]([C:19](=[O:20])[N:21]2[CH2:22][CH2:23][N:24]([CH:27]3[CH2:28][CH2:29][N:30]([CH2:33][c:34]4[cH:35][cH:36][cH:37][cH:38][cH:39]4)[CH2:31][CH2:32]3)[CH2:25][CH2:26]2)[CH2:40][c:41]2[cH:42][c:43]([CH3:49])[c:44]([OH:48])[c:45]([CH3:47])[cH:46]2)[CH2:13][CH2:14]1>>[O:1]=[C:2]1[NH:3][c:4]2[c:5]([cH:50][cH:51][cH:52][cH:53]2)[CH2:6][CH2:7][N:8]1[CH:9]1[CH2:10][CH2:11][N:12]([C:15](=[O:16])[O:17][CH:18]([C:19](=[O:20])[N:21]2[CH2:22][CH2:23][N:24]([CH:27]3[CH2:28][CH2:29][NH:30][CH2:31][CH2:32]3)[CH2:25][CH2:26]2)[CH2:40][c:41]2[cH:42][c:43]([CH3:49])[c:44]([OH:48])[c:45]([CH3:47])[cH:46]2)[CH2:13][CH2:14]1. As a reaction SMILES: C(O)(=O)C(O)=[O:3].[C:7]1([C:13]([C:30]2[CH:35]=[CH:34][CH:33]=[CH:32][CH:31]=2)=[C:14]2[CH2:19][CH2:18][N:17]([CH2:20][CH2:21][CH2:22][O:23][C:24]3[CH:29]=[CH:28][CH:27]=[CH:26][CH:25]=3)[CH2:16][CH2:15]2)[CH:12]=[CH:11][CH:10]=[CH:9][CH:8]=1.C1(C(C2C=CC=CC=2)(C2CCNCC2)O)C=CC=CC=1.BrCCCOC1C=CC=CC=1.C(=O)([O-])[O-].[Na+].[Na+].[I-].[K+]>C(O)CCC>[O:23]([CH2:22][CH2:21][CH2:20][N:17]1[CH2:16][CH2:15][CH:14]([C:13]([C:7]2[CH:12]=[CH:11][CH:10]=[CH:9][CH:8]=2)([C:30]2[CH:31]=[CH:32][CH:33]=[CH:34][CH:35]=2)[OH:3])[CH2:19][CH2:18]1)[C:24]1[CH:29]=[CH:28][CH:27]=[CH:26][CH:25]=1 |f:0.1,4.5.6,7.8|. The product is O(C1=CC=CC=C1)CCCN1CCC(CC1)C(O)(C1=CC=CC=C1)C1=CC=CC=C1 (1-(3-Phenoxypropyl)-α,α-diphenyl-4-piperidinemethanol). Starting materials: C(C(=O)O)(=O)O.C1(=CC=CC=C1)C(=C1CCN(CC1)CCCOC1=CC=CC=C1)C1=CC=CC=C1 (4-(Diphenylmethylene)-1-(3-phenoxypropyl)piperidine oxalate), C1(=CC=CC=C1)C(O)(C1CCNCC1)C1=CC=CC=C1 (α, α-diphenyl-4-piperidinemethanol), BrCCCOC1=CC=CC=C1 (1-bromo-3-phenoxypropane), C([O-])([O-])=O.[Na+].[Na+] (sodium carbonate), [I-].[K+] (potassium iodide). Reported procedure: This compound was prepared according to the procedure used to synthesize the compound of Example 1. A mixture of 4.0 g (0.015 mole) of α, α-diphenyl-4-piperidinemethanol, 3.2 g (0.015 mole) of 1-bromo-3-phenoxypropane, 5.3 g (0.05 mole) of anhydrous sodium carbonate and 0.4 g of potassium iodide in 100 ml of 1-butanol gave 3.2 g (53%) of title compound as a white solid, mp 87°-88° C. Solvent: C(CCC)O (1-butanol). The yield is 53.0%.